Dataset: the Open Reaction Database (ORD), a public repository of structured organic reaction records. Task: describe an organic reaction: reactants, conditions, products, and yield Reaction SMILES: [Br:19][CH2:20][CH2:21][CH:22]=[C:23]1[c:24]2[c:25]([cH:34][cH:35][c:36]([C:38]([CH3:39])([CH3:40])[OH:41])[cH:37]2)[O:26][CH2:27][c:28]2[c:29]1[cH:30][cH:31][cH:32][n:33]2.[C:43](#[N:44])[CH3:45].[Cl:1][c:2]1[cH:3][cH:4][c:5]([N:8]2[CH:9]([CH2:14][C:15](=[O:16])[O:17][CH3:18])[CH2:10][NH:11][CH2:12][CH2:13]2)[cH:6][cH:7]1.[OH2:42]>>[Cl:1][c:2]1[cH:3][cH:4][c:5]([N:8]2[CH:9]([CH2:14][C:15](=[O:16])[O:17][CH3:18])[CH2:10][N:11]([CH2:20][CH2:21][CH:22]=[C:23]3[c:24]4[c:25]([cH:34][cH:35][c:36]([C:38]([CH3:39])([CH3:40])[OH:41])[cH:37]4)[O:26][CH2:27][c:28]4[c:29]3[cH:30][cH:31][cH:32][n:33]4)[CH2:12][CH2:13]2)[cH:6][cH:7]1. The product is COC(=O)CC1CN(CCC=C2c3cc(C(C)(C)O)ccc3OCc3ncccc32)CCN1c1ccc(Cl)cc1. Reactants: CC(C)(O)c1ccc2c(c1)C(=CCCBr)c1cccnc1CO2, CC#N, COC(=O)CC1CNCCN1c1ccc(Cl)cc1, O. Starting materials: C(C)(C)(C)OC(=O)N[C@@H](C)C(=O)OCCOC1=CC=C(C=C1)C1=C(C(=NC(=C1C#N)NCCC)SCC=1N=C(SC1)C1=CC=C(C=C1)Cl)C#N (2-{4-(2-({(2-(4-chlorophenyl)-1,3-thiazol-4-yl)methyl}sulfanyl)-3,5-dicyano-6-(propylamino)pyridin-4-yl)phenoxy}ethyl N-(tert-butoxycarbonyl)-L-alaninate), FC(C(=O)O)(F)F (trifluoroacetic acid). Run in ClCCl (dichloromethane). Reaction conditions: time 8 hour. Product: FC(C(=O)O)(F)F.N[C@@H](C)C(=O)OCCOC1=CC=C(C=C1)C1=C(C(=NC(=C1C#N)NCCC)SCC=1N=C(SC1)C1=CC=C(C=C1)Cl)C#N (2-{4-(2-({(2-(4-Chlorophenyl)-1,3-thiazol-4-yl)methyl}sulfanyl)-3,5-dicyano-6-(propyl-amino)pyridin-4-yl)phenoxy}ethyl L-alaninate trifluoroacetate). As a reaction SMILES: C(OC([NH:8][C@H:9]([C:11]([O:13][CH2:14][CH2:15][O:16][C:17]1[CH:22]=[CH:21][C:20]([C:23]2[C:28]([C:29]#[N:30])=[C:27]([NH:31][CH2:32][CH2:33][CH3:34])[N:26]=[C:25]([S:35][CH2:36][C:37]3[N:38]=[C:39]([C:42]4[CH:47]=[CH:46][C:45]([Cl:48])=[CH:44][CH:43]=4)[S:40][CH:41]=3)[C:24]=2[C:49]#[N:50])=[CH:19][CH:18]=1)=[O:12])[CH3:10])=O)(C)(C)C.[F:51][C:52]([F:57])([F:56])[C:53]([OH:55])=[O:54]>ClCCl>[F:51][C:52]([F:57])([F:56])[C:53]([OH:55])=[O:54].[NH2:8][C@H:9]([C:11]([O:13][CH2:14][CH2:15][O:16][C:17]1[CH:22]=[CH:21][C:20]([C:23]2[C:28]([C:29]#[N:30])=[C:27]([NH:31][CH2:32][CH2:33][CH3:34])[N:26]=[C:25]([S:35][CH2:36][C:37]3[N:38]=[C:39]([C:42]4[CH:47]=[CH:46][C:45]([Cl:48])=[CH:44][CH:43]=4)[S:40][CH:41]=3)[C:24]=2[C:49]#[N:50])=[CH:19][CH:18]=1)=[O:12])[CH3:10] |f:3.4|. Procedure: 873 mg (1.191 mmol) of 2-{4-(2-({(2-(4-chlorophenyl)-1,3-thiazol-4-yl)methyl}sulfanyl)-3,5-dicyano-6-(propylamino)pyridin-4-yl)phenoxy}ethyl N-(tert-butoxycarbonyl)-L-alaninate (Example 14A) were initially charged in 29 ml of dichloromethane. 1.84 ml (23.817 mmol) of trifluoroacetic acid were added, and the reaction solution was then stirred at RT overnight. The reaction solution was concentrated by evaporation and the residue was triturated with diethyl ether. The solid formed was filtered off ... Reactants: CN(C)CCCN, CCOC(C)=O, O=c1[nH]c2cc(Cl)ccc2c(O)c1-c1ccccc1, Cl. Product: CN(C)CCCNc1c(-c2ccccc2)c(=O)[nH]c2cc(Cl)ccc12. As a reaction SMILES: [CH3:20][N:21]([CH2:22][CH2:23][CH2:24][NH2:25])[CH3:26].[CH3:28][CH2:29][O:30][C:31](=[O:32])[CH3:33].[Cl:1][c:2]1[cH:3][cH:4][c:5]2[c:6]([OH:19])[c:7](-[c:13]3[cH:14][cH:15][cH:16][cH:17][cH:18]3)[c:8](=[O:12])[nH:9][c:10]2[cH:11]1.[ClH:27]>>[Cl:1][c:2]1[cH:3][cH:4][c:5]2[c:6]([NH:25][CH2:24][CH2:23][CH2:22][N:21]([CH3:20])[CH3:26])[c:7](-[c:13]3[cH:14][cH:15][cH:16][cH:17][cH:18]3)[c:8](=[O:12])[nH:9][c:10]2[cH:11]1. The reactants are CCc1cc(C)cc(CC)c1N, S=C(Cl)Cl. The product is CCc1cc(C)cc(CC)c1N=C=S. Reaction SMILES: [CH3:1][c:2]1[cH:3][c:4]([CH2:11][CH3:12])[c:5]([NH2:6])[c:7]([CH2:9][CH3:10])[cH:8]1.[Cl:13][C:14]([Cl:15])=[S:16]>>[CH3:1][c:2]1[cH:3][c:4]([CH2:11][CH3:12])[c:5]([N:6]=[C:14]=[S:16])[c:7]([CH2:9][CH3:10])[cH:8]1. The reactants are C(C#CC)OC1=CC=C(C=C1)S(=O)(=O)N(C(C(=O)OC)CCCCl)C (methyl 2-[{[4-(2-butynyloxy)phenyl]sulfonyl}(methyl)amino]-5-chloropentanoate), [I-].[Na+] (sodium iodide). The solvent is CC(=O)C (acetone). Product: C(C#CC)OC1=CC=C(C=C1)S(=O)(=O)N(C(C(=O)OC)CCCI)C (methyl 2-[{[4-(2-butynyloxy)phenyl]-sulfonyl}(methyl)amino]-5-iodopentanoate). RXN SMILES: [CH2:1]([O:5][C:6]1[CH:11]=[CH:10][C:9]([S:12]([N:15]([CH3:25])[CH:16]([CH2:21][CH2:22][CH2:23]Cl)[C:17]([O:19][CH3:20])=[O:18])(=[O:14])=[O:13])=[CH:8][CH:7]=1)[C:2]#[C:3][CH3:4].[I-:26].[Na+]>CC(C)=O>[CH2:1]([O:5][C:6]1[CH:11]=[CH:10][C:9]([S:12]([N:15]([CH3:25])[CH:16]([CH2:21][CH2:22][CH2:23][I:26])[C:17]([O:19][CH3:20])=[O:18])(=[O:14])=[O:13])=[CH:8][CH:7]=1)[C:2]#[C:3][CH3:4] |f:1.2|. Reported procedure: A solution of 4.80 g of methyl 2-[{[4-(2-butynyloxy)phenyl]-sulfonyl}(methyl)amino]-5-chloropentanoate of Step 1 and 15 g of sodium iodide in 25 ml of acetone was stirred at room temperature for 3 days. Solvent was removed under reduced pressure, and the residue was washed with water. The product was dried to give methyl 2-[{[4-(2-butynyloxy)phenyl]-sulfonyl}(methyl)amino]-5-iodopentanoate as a pale yellow solid, Electrospray Mass Spec 480.2 (M+H)+ Starting materials: O=C(CNC(=O)C1=NOC(=C1)C1=C(C=CC=C1)OCC1=CC=CC=C1)N1CCC(CC1)OC1=CC(=CC=C1)C(F)(F)F (5-(2-benzyloxy-phenyl)-isoxazole-3-carboxylic acid {2-oxo-2-[4-(3-trifluoromethyl-phenoxy)-piperidin-1-yl]-ethyl}-amide), Intermediate 43. Reagents/catalysts: [Pd] (Pd/C). Run in CO (methanol). Run at time 3 hour. Product: O=C(CNC(=O)C1=NOC(=C1)C1=C(C=CC=C1)O)N1CCC(CC1)OC1=CC(=CC=C1)C(F)(F)F (5-(2-hydroxy-phenyl)-isoxazole-3-carboxylic acid {2-oxo-2-[4-(3-trifluoromethyl-phenoxy)-piperidin-1-yl]-ethyl}-amide). Yield: 19.2%. As a reaction SMILES: [O:1]=[C:2]([N:26]1[CH2:31][CH2:30][CH:29]([O:32][C:33]2[CH:38]=[CH:37][CH:36]=[C:35]([C:39]([F:42])([F:41])[F:40])[CH:34]=2)[CH2:28][CH2:27]1)[CH2:3][NH:4][C:5]([C:7]1[CH:11]=[C:10]([C:12]2[CH:17]=[CH:16][CH:15]=[CH:14][C:13]=2[O:18]CC2C=CC=CC=2)[O:9][N:8]=1)=[O:6]>CO.[Pd]>[O:1]=[C:2]([N:26]1[CH2:31][CH2:30][CH:29]([O:32][C:33]2[CH:38]=[CH:37][CH:36]=[C:35]([C:39]([F:40])([F:41])[F:42])[CH:34]=2)[CH2:28][CH2:27]1)[CH2:3][NH:4][C:5]([C:7]1[CH:11]=[C:10]([C:12]2[CH:17]=[CH:16][CH:15]=[CH:14][C:13]=2[OH:18])[O:9][N:8]=1)=[O:6]. Reported procedure: 10% Pd/C (50 mg) was added to a stirred solution of 5-(2-benzyloxy-phenyl)-isoxazole-3-carboxylic acid {2-oxo-2-[4-(3-trifluoromethyl-phenoxy)-piperidin-1-yl]-ethyl}-amide (192 mg, 0.33 mmol) (prepared by the method used to generate Intermediate 43) in methanol (50 mL) and stirred under H2 atmosphere with pressure for 3 hrs. The reaction mixture was filtered through celite, the celite was washed with methanol and the filtrate was concentrated under reduced pressure. Washing with ethyl acetate af...